From a dataset of the Open Reaction Database (ORD), a public repository of structured organic reaction records. describe an organic reaction: reactants, conditions, products, and yield The reactants are [OH-].[Li+] (Lithium hydroxide), C(C)(C)(C)OC(=O)NC(C(=O)OC)CC=1C=NC(=CC1)C1=C(C(=CC=C1)F)F (methyl 2-[(tert-butoxycarbonyl)amino]-3-[6-(2,3-difluorophenyl)pyridin-3-yl]propanoate). Run in O (water), CO (methanol). Run at time 3 hour. Yields the product C(C)(C)(C)OC(=O)NC(C(=O)O)CC=1C=NC(=CC1)C1=C(C(=CC=C1)F)F (2-[(tert-butoxycarbonyl)amino]-3-[6-(2,3-difluorophenyl)pyridin-3-yl]propanoic acid). The yield is 92.5%. RXN SMILES: [OH-].[Li+].[C:3]([O:7][C:8]([NH:10][CH:11]([CH2:16][C:17]1[CH:18]=[N:19][C:20]([C:23]2[CH:28]=[CH:27][CH:26]=[C:25]([F:29])[C:24]=2[F:30])=[CH:21][CH:22]=1)[C:12]([O:14]C)=[O:13])=[O:9])([CH3:6])([CH3:5])[CH3:4]>O.CO>[C:3]([O:7][C:8]([NH:10][CH:11]([CH2:16][C:17]1[CH:18]=[N:19][C:20]([C:23]2[CH:28]=[CH:27][CH:26]=[C:25]([F:29])[C:24]=2[F:30])=[CH:21][CH:22]=1)[C:12]([OH:14])=[O:13])=[O:9])([CH3:6])([CH3:4])[CH3:5] |f:0.1|. Procedure: Lithium hydroxide (10 mg, 0.5 mmol) in water (1 mL) was added to a solution of methyl 2-[(tert-butoxycarbonyl)amino]-3-[6-(2,3-difluorophenyl)pyridin-3-yl]propanoate (70 mg, 0.2 mmol) in methanol (3 mL). The reaction was stirred at rt for 3 h. The reaction was concentrated under reduced pressure to remove methanol and was partitioned between EtOAc and ammonium chloride water. The organic was washed with brine, dried over MgSO4, filtered and concentrated under reduced pressure to give crude 2-[(t...